From a dataset of the Open Reaction Database (ORD), a public repository of structured organic reaction records. describe an organic reaction: reactants, conditions, products, and yield The reactants are COc1cc2c(Oc3ccc4[nH]c(C)cc4c3F)ncnc2cc1O, CC(C)(C)OC(=O)N1CCCC1CO. The product is COc1cc2c(Oc3ccc4[nH]c(C)cc4c3F)ncnc2cc1OCC1CCCN1C(=O)OC(C)(C)C. Reaction SMILES: [F:15][c:16]1[c:17]2[cH:18][c:19]([CH3:39])[nH:20][c:21]2[cH:22][cH:23][c:24]1[O:25][c:26]1[n:27][cH:28][n:29][c:30]2[cH:31][c:32]([OH:38])[c:33]([O:36][CH3:37])[cH:34][c:35]12.[OH:1][CH2:2][CH:3]1[N:4]([C:8](=[O:9])[O:10][C:11]([CH3:12])([CH3:13])[CH3:14])[CH2:5][CH2:6][CH2:7]1>>[O:1]([CH2:2][CH:3]1[N:4]([C:8](=[O:9])[O:10][C:11]([CH3:12])([CH3:13])[CH3:14])[CH2:5][CH2:6][CH2:7]1)[c:32]1[cH:31][c:30]2[n:29][cH:28][n:27][c:26]([O:25][c:24]3[c:16]([F:15])[c:17]4[cH:18][c:19]([CH3:39])[nH:20][c:21]4[cH:22][cH:23]3)[c:35]2[cH:34][c:33]1[O:36][CH3:37]. Reactants: O=C1CCC(=O)N1Br, COc1cccc(-c2cccc(OC)c2)c1, CN(C)C=O. Yields the product COc1cccc(-c2cc(OC)ccc2Br)c1. As a reaction SMILES: [Br:17][N:18]1[C:19](=[O:20])[CH2:21][CH2:22][C:23]1=[O:24].[CH3:1][O:2][c:3]1[cH:4][c:5](-[c:9]2[cH:10][c:11]([O:15][CH3:16])[cH:12][cH:13][cH:14]2)[cH:6][cH:7][cH:8]1.[CH3:25][N:26]([CH3:27])[CH:28]=[O:29]>>[CH3:1][O:2][c:3]1[cH:4][c:5](-[c:9]2[cH:10][c:11]([O:15][CH3:16])[cH:12][cH:13][c:14]2[Br:17])[cH:6][cH:7][cH:8]1.